The task is: describe an organic reaction: reactants, conditions, products, and yield. This data is from the Open Reaction Database (ORD), a public repository of structured organic reaction records. Run in C1(=CC=CC=C1)C (toluene), C1(=CC=CC=C1)C (toluene). Yield: 68.0%. Procedure details: A mixture of 2-hydroxymethyl-1-undecanol (10 mmole) HFPP (10 mmole) and p-toluenesulphonic acid (50 mg) in toluene (50 ml) was heated at reflux while allowing water to distil out. When reaction was complete the excess toluene was removed by distillation and the product allowed to cool before dilution with dichloromethane. After washing with saturated NaHCO3 solution the mixture was distilled to give a colourless liquid identified as NDPP by IR, 1H NMR and mass spectroscopy and elemental analysis... RXN SMILES: [OH:1][CH2:2][CH:3]([CH2:6][CH2:7][CH2:8][CH2:9][CH2:10][CH2:11][CH2:12][CH2:13][CH3:14])[CH2:4][OH:5].[C:15]1([CH3:25])[CH:20]=[CH:19][C:18](S(O)(=O)=O)=[CH:17][CH:16]=1.[OH2:26].CN(CC[C:32]([C:34]1[CH:39]=[CH:38][C:37]([N+]([O-])=O)=[CH:36]C=1)=[O:33])C>C1(C)C=CC=CC=1>[CH2:6]([C:3]1[CH2:2][O:1][CH:25]([C:15]2[CH:20]=[CH:19][C:18]([O:26][C@H:3]([CH3:4])[C:2]([O:33][CH2:32][CH2:34][CH2:39][CH2:38][CH2:37][CH3:36])=[O:1])=[CH:17][CH:16]=2)[O:5][CH:4]=1)[CH2:7][CH2:8][CH2:9][CH2:10][CH2:11][CH2:12][CH2:13][CH3:14]. Reactants: O (water), CN(C)CCC(=O)C1=CC=C(C=C1)[N+](=O)[O-] (NDPP), OCC(CO)CCCCCCCCC (2-hydroxymethyl-1-undecanol), C1(=CC=C(C=C1)S(=O)(=O)O)C (p-toluenesulphonic acid). The product is C(CCCCCCCC)C=1COC(OC1)C1=CC=C(O[C@@H](C(=O)OCCCCCC)C)C=C1 (Hexyl (R)-2-[4-(5-nonyl-1,3-dioxin-2-yl)phenoxy]propanoate). Starting materials: Cl.COC1=CC=C(C=C1)N1N=C(C=C1C1=CC=C(OCCN)C=C1)C(F)(F)F (2-{4-[1-(4-Methoxyphenyl)-3-(trifluoromethyl)-1H-pyrazol-5-yl]phenoxy}ethanamine hydrochloride), C(C)(=O)[O-].[Na+] (sodium acetate), [O-]C#N.[K+] (potassium cyanate). Solvent: CN(C=O)C (N,N-dimethylformamide), O (water), O (water). Reaction conditions: temperature 50 celsius, time 2 hour. Product: COC1=CC=C(C=C1)N1N=C(C=C1C1=CC=C(OCCNC(=O)N)C=C1)C(F)(F)F (N-(2-{4-[l-(4-Methoxyphenyl)-3-(trifluoromethyl)-1H-pyrazol-5-yl]phenoxy}ethyl)urea). Reaction SMILES: Cl.[CH3:2][O:3][C:4]1[CH:9]=[CH:8][C:7]([N:10]2[C:14]([C:15]3[CH:24]=[CH:23][C:18]([O:19][CH2:20][CH2:21][NH2:22])=[CH:17][CH:16]=3)=[CH:13][C:12]([C:25]([F:28])([F:27])[F:26])=[N:11]2)=[CH:6][CH:5]=1.C([O-])(=O)C.[Na+].[O-:34][C:35]#[N:36].[K+]>CN(C)C=O.O>[CH3:2][O:3][C:4]1[CH:5]=[CH:6][C:7]([N:10]2[C:14]([C:15]3[CH:24]=[CH:23][C:18]([O:19][CH2:20][CH2:21][NH:22][C:35]([NH2:36])=[O:34])=[CH:17][CH:16]=3)=[CH:13][C:12]([C:25]([F:28])([F:26])[F:27])=[N:11]2)=[CH:8][CH:9]=1 |f:0.1,2.3,4.5|. Procedure details: 2-{4-[1-(4-Methoxyphenyl)-3-(trifluoromethyl)-1H-pyrazol-5-yl]phenoxy}ethanamine hydrochloride obtained by Example 74 (400 g) and sodium acetate (159 g) was dissolved in a mixture of N,N-dimethylformamide (1.4 L) and water (0.52 L) at 50° C. A solution of potassium cyanate (157 g) in water (520 ml) was added dropwise to the solution over 15 min at 38–40° C. The whole solution was stirred at 50° C. for 2 hrs. Run at temperature 2.5 celsius, time 1 hour. The product is O1COC2C1CN(C2)C(=O)OC(C)(C)C (tert-butyl tetrahydro-5H-[1,3]dioxolo[4,5-c]pyrrole-5-carboxylate). Run in CN(C)C=O (DMF). Isolated yield 54.0%. Procedure: tert-Butyl (3R,4S)-3,4-dihydroxypyrrolidine-1-carboxylate (34.6 g; 0.17 mol) was dissolved in DMF (400 mL) under argon and cooled down to 0-5° C. Sodium hydride (15 g; 0.375 mol) was added portionwise. The reaction mixture formed a foam which was difficult to stir. After 1 hour at 5° C., dibromomethane (15.6 mL; 0.22 mol) was added. After an additional 30 minutes at the same temperature, the reaction mixture was left to rise to ambient temperature. The temperature rose to 35° C. and was stirred ... Starting materials: [H-].[Na+] (Sodium hydride), O[C@@H]1CN(C[C@@H]1O)C(=O)OC(C)(C)C (tert-Butyl (3R,4S)-3,4-dihydroxypyrrolidine-1-carboxylate), BrCBr (dibromomethane). As a reaction SMILES: [OH:1][C@H:2]1[C@@H:6]([OH:7])[CH2:5][N:4]([C:8]([O:10][C:11]([CH3:14])([CH3:13])[CH3:12])=[O:9])[CH2:3]1.[H-].[Na+].Br[CH2:18]Br>CN(C=O)C>[O:1]1[CH:2]2[CH2:3][N:4]([C:8]([O:10][C:11]([CH3:14])([CH3:13])[CH3:12])=[O:9])[CH2:5][CH:6]2[O:7][CH2:18]1 |f:1.2|. The reactants are CC(=O)OC(C)=O, CC(=O)O, COc1ccc2c(c1)C=CC(C)(C)O2, [Na+], [OH-], O=[N+]([O-])O. Yields the product COc1cc2c(cc1[N+](=O)[O-])OC(C)(C)C=C2. Reaction SMILES: [CH3:1][C:2]([O:3][C:4](=[O:5])[CH3:6])=[O:7].[CH3:28][C:29](=[O:30])[OH:31].[CH3:8][O:9][c:10]1[cH:11][cH:12][c:13]2[c:14]([cH:21]1)[CH:15]=[CH:16][C:17]([CH3:19])([CH3:20])[O:18]2.[Na+:27].[OH-:26].[OH:22][N+:23]([O-:24])=[O:25]>>[CH3:8][O:9][c:10]1[c:11]([N+:23](=[O:22])[O-:24])[cH:12][c:13]2[c:14]([cH:21]1)[CH:15]=[CH:16][C:17]([CH3:19])([CH3:20])[O:18]2. Starting materials: FC(C1=C(C=O)C=CC=C1)(F)F (2-(trifluoromethyl)benzaldehyde), CC(C)(C)[S@@](=O)N ((R)-(+)-2-methylpropane-2-sulfinamide), C1(=CC=C(C=C1)S(=O)(=O)[O-])C.[NH+]1=CC=CC=C1 (pyridinium p-toluenesulfonate), S(=O)(=O)([O-])[O-].[Mg+2] (magnesium sulfate). Solvent: C(Cl)Cl (CH2Cl2). Run at temperature 40 celsius, time 48 hour. The product is CC(C)(C)[S@@](=O)/N=C/C1=C(C=CC=C1)C(F)(F)F ((R,E)-2-methyl-N-(2-(trifluoromethyl)benzylidene)propane-2-sulfinamide). Yield: 30.0%. Reaction SMILES: [F:1][C:2]([F:12])([F:11])[C:3]1[CH:10]=[CH:9][CH:8]=[CH:7][C:4]=1[CH:5]=O.[CH3:13][C:14]([S@:17]([NH2:19])=[O:18])([CH3:16])[CH3:15].C1(C)C=CC(S([O-])(=O)=O)=CC=1.[NH+]1C=CC=CC=1.S([O-])([O-])(=O)=O.[Mg+2]>C(Cl)Cl>[CH3:13][C:14]([S@:17](/[N:19]=[CH:5]/[C:4]1[CH:7]=[CH:8][CH:9]=[CH:10][C:3]=1[C:2]([F:12])([F:11])[F:1])=[O:18])([CH3:16])[CH3:15] |f:2.3,4.5|. Procedure details: To a 100-mL round-bottom flask purged and maintained with an inert atmosphere of argon, was added CH2Cl2 (50 mL), 2-(trifluoromethyl)benzaldehyde (2.01 g, 11.54 mmol, 1.00 equiv), (R)-(+)-2-methylpropane-2-sulfinamide (1.68 g, 13.86 mmol, 1.20 equiv), pyridinium p-toluenesulfonate (0.145 g, 0.05 equiv) and magnesium sulfate (6.93 g, 5.00 equiv). The resulting solution was stirred for 48 h at 40° C. The mixture was cooled to room temperature and the solid was filtered. The filtrate was concentrat... Solvent: CN1CCCC1=O (NMP). Reactants: FC1(CC(C1)C(=O)O)F (3,3-difluorocyclobutanecarboxylic acid), C(=O)(N1C=NC=C1)N1C=NC=C1 (1,1′-carbonyldiimidazole), ON=C(N)C=1C=CC(=C(C1)NC(=O)C1=CN=C2N1C=CC=C2)C (N-(5-(N′-hydroxycarbamimidoyl)-2-methylphenyl)imidazo[1,2-a]pyridine-3-carboxamide). RXN SMILES: F[C:2]1([F:9])[CH2:5][CH:4]([C:6]([OH:8])=O)[CH2:3]1.C(N1C=CN=C1)(N1C=CN=C1)=O.O[N:23]=[C:24]([C:26]1[CH:27]=[CH:28][C:29]([CH3:44])=[C:30]([NH:32][C:33]([C:35]2[N:39]3[CH:40]=[CH:41][CH:42]=[CH:43][C:38]3=[N:37][CH:36]=2)=[O:34])[CH:31]=1)[NH2:25]>CN1C(=O)CCC1>[F:9][CH:2]1[CH2:3][CH:4]([C:6]2[O:8][N:23]=[C:24]([C:26]3[CH:27]=[CH:28][C:29]([CH3:44])=[C:30]([NH:32][C:33]([C:35]4[N:39]5[CH:40]=[CH:41][CH:42]=[CH:43][C:38]5=[N:37][CH:36]=4)=[O:34])[CH:31]=3)[N:25]=2)[CH2:5]1. Procedure: To a stirring solution of 3,3-difluorocyclobutanecarboxylic acid (264 mg, 1.94 mmol) in anhydrous NMP (6 mL) was added 1,1′-carbonyldiimidazole (315 mg, 1.94 mmol). The reaction was stirred for 5 minutes. 5-(N′-hydroxycarbamimidoyl)-2-methylphenyl)imidazo[1,2-a]pyridine-3-carboxamide (9) (500 mg, 1.62 mmol) was added and the reaction was stirred for 25 minutes, then heated in the microwave at 120° C. for 12 minutes. The crude product was purified by silica chromatography to give N-(5-(5-(3-fluor... Yields the product FC1CC(C1)C1=NC(=NO1)C=1C=CC(=C(C1)NC(=O)C1=CN=C2N1C=CC=C2)C (N-(5-(5-(3-fluorocyclobutyl)-1,2,4-oxadiazol-3-yl)-2-methylphenyl)imidazo[1,2-a]pyridine-3-carboxamide). Run at temperature 120 celsius, time 5 minute.